describe an organic reaction: reactants, conditions, products, and yield From a dataset of the Open Reaction Database (ORD), a public repository of structured organic reaction records. Reactants: N=1C=2N(C=CC1C=1C=CC(=NC1)O)C1=C(N2)C=CC=C1 (5-(benzo[4,5]imidazo[1,2-a]pyrimidin-2-yl)pyridin-2-ol), CC1=CC=C(C=C1)S(=O)(=O)OCCCF (3-fluoropropyl 4-methylbenzenesulfonate), C(=O)([O-])[O-].[Cs+].[Cs+] (Cs2CO3). Solvent: CCOC(=O)C (EtOAc), CN1CCCC1=O (NMP). Conditions: time 4 hour. Product: FCCCOC1=CC=C(C=N1)C1=NC=2N(C=C1)C1=C(N2)C=CC=C1 (2-(6-(3-fluoropropoxy)pyridin-3-yl)benzo[4,5]imidazo[1,2-a]pyrimidine). The yield is 31.0%. As a reaction SMILES: [N:1]1[C:2]2[N:3]([C:14]3[CH:20]=[CH:19][CH:18]=[CH:17][C:15]=3[N:16]=2)[CH:4]=[CH:5][C:6]=1[C:7]1[CH:8]=[CH:9][C:10]([OH:13])=[N:11][CH:12]=1.CC1C=CC(S(O[CH2:32][CH2:33][CH2:34][F:35])(=O)=O)=CC=1.C([O-])([O-])=O.[Cs+].[Cs+]>CN1C(=O)CCC1.CCOC(C)=O>[F:35][CH2:34][CH2:33][CH2:32][O:13][C:10]1[N:11]=[CH:12][C:7]([C:6]2[CH:5]=[CH:4][N:3]3[C:14]4[CH:20]=[CH:19][CH:18]=[CH:17][C:15]=4[N:16]=[C:2]3[N:1]=2)=[CH:8][CH:9]=1 |f:2.3.4|. Procedure: To 5-(benzo[4,5]imidazo[1,2-a]pyrimidin-2-yl)pyridin-2-ol (8 mg, 0.03 mmol), and 3-fluoropropyl 4-methylbenzenesulfonate (21 mg, 0.09 mmol) in 0.3 mL of NMP was added Cs2CO3 (15 mg, 0.045 mmol). The reaction was stirred at rt for 4 h and diluted with EtOAc (10 mL). The mixture was washed with water (3×10 mL) and dried over MgSO4 and concentrated under reduced pressure. The residue was purified by reversed phase HPLC (water/MeCN with TFA buffer) to afford 2-(6-(3-fluoropropoxy)pyridin-3-yl)benzo[... Starting materials: C(C)N (ethylamine), solution, ClS(=O)(=O)C=1C=CC(=C(C(=O)O)C1)F (5-(chlorosulfonyl)-2-fluorobenzoic acid), Initiator 8, [OH-].[Na+] (NaOH), Cl (HCl). Solvent: C1CCOC1 (THF), C(C)#N (acetonitrile), C1CCOC1 (THF). Yields the product C(C)NS(=O)(=O)C=1C=CC(=C(C(=O)O)C1)F (5-[(ethylamino)sulfonyl]-2-fluorobenzoic acid). As a reaction SMILES: Cl[S:2]([C:5]1[CH:6]=[CH:7][C:8]([F:14])=[C:9]([CH:13]=1)[C:10]([OH:12])=[O:11])(=[O:4])=[O:3].[OH-].[Na+].[CH2:17]([NH2:19])[CH3:18].Cl>C1COCC1.C(#N)C>[CH2:17]([NH:19][S:2]([C:5]1[CH:6]=[CH:7][C:8]([F:14])=[C:9]([CH:13]=1)[C:10]([OH:12])=[O:11])(=[O:4])=[O:3])[CH3:18] |f:1.2|. Procedure details: To a 5 ml Biotage microwave reaction tube was added 5-(chlorosulfonyl)-2-fluorobenzoic acid (0.4 g, 1.68 mmol) and a Teflon covered magnetic stir-bar followed by 2.5 ml of THF. To the resulting mixture was added 10N aqueous NaOH (0.369 ml, 3.38 mmol) with stirring. After formation of a cloudy suspension, ethylamine (0.838 ml, 1.68 mmol) was added as a 2M solution in THF. The reaction vessel was capped and heated to 110° C. for 1.1 min in a Biotage Initiator 8 microwave set at high absorbance. Re... Reactants: C(C1=CC=CC=C1)(C1=CC=CC=C1)N (benzhydrylamine), BrCCCCl (1-bromo-3-chloropropane), C([O-])([O-])=O.[K+].[K+] (potassium carbonate), CN(C=O)C (dimethylformamide). Run in O (water). Reaction conditions: temperature 75 celsius. Product: C(C1=CC=CC=C1)(C1=CC=CC=C1)NCCCCl (1-Benzhydrylamino-3-chloropropane). Yield: 100.1%. RXN SMILES: [CH:1]([NH2:14])([C:8]1[CH:13]=[CH:12][CH:11]=[CH:10][CH:9]=1)[C:2]1[CH:7]=[CH:6][CH:5]=[CH:4][CH:3]=1.Br[CH2:16][CH2:17][CH2:18][Cl:19].C(=O)([O-])[O-].[K+].[K+].CN(C)C=O>O>[CH:1]([NH:14][CH2:16][CH2:17][CH2:18][Cl:19])([C:8]1[CH:9]=[CH:10][CH:11]=[CH:12][CH:13]=1)[C:2]1[CH:7]=[CH:6][CH:5]=[CH:4][CH:3]=1 |f:2.3.4|. Procedure: A mixture of 0.1 mole of benzhydrylamine, 39.3 g (0.25 moles) of 1-bromo-3-chloropropane, 13.8 g (0.1 mole) of potassium carbonate, 20.0 ml of dimethylformamide and 20.0 ml of water were heated at 75° C. for 2 hr. The organic layer was separated and concentrated on a rotary high vacuum evaporator to give 26 g of title compound of 85-90% purity of title compound containing about 5% each of benzhydrylamine and 1-benzhydrylazetidine. The following 1NNMR analysis was obtained: